Dataset: the Open Reaction Database (ORD), a public repository of structured organic reaction records. Task: describe an organic reaction: reactants, conditions, products, and yield The reactants are CN1N=C(C(=C1C(=O)N)NC1=C(C=CC=C1)[N+](=O)[O-])C (1,3-dimethyl-4-[(2-nitrophenyl)amino]pyrazole-5-carboxamide). The reagents and catalysts are [Pd] (palladium-on-charcoal). Solvent: C(C)O (ethanol). Yields the product NC1=C(C=CC=C1)NC=1C(=NN(C1C(=O)N)C)C (4-[(2-aminophenyl)amino]-1,3-dimethylpyrazole-5-carboxamide). The yield is 92.7%. RXN SMILES: [CH3:1][N:2]1[C:6]([C:7]([NH2:9])=[O:8])=[C:5]([NH:10][C:11]2[CH:16]=[CH:15][CH:14]=[CH:13][C:12]=2[N+:17]([O-])=O)[C:4]([CH3:20])=[N:3]1>C(O)C.[Pd]>[NH2:17][C:12]1[CH:13]=[CH:14][CH:15]=[CH:16][C:11]=1[NH:10][C:5]1[C:4]([CH3:20])=[N:3][N:2]([CH3:1])[C:6]=1[C:7]([NH2:9])=[O:8]. Procedure: 8.6 g of 1,3-dimethyl-4-[(2-nitrophenyl)amino]pyrazole-5-carboxamide in 400 ml of ethanol are hydrogenated over 0.8 g of 10% strength palladium-on-charcoal for 1 hour at 50° C. analogously to Experiment 1. The mixture is filtered; the filtrate is concentrated to dryness, and the residue from evaporation is recrystallized from 160 ml of ethyl acetate and 120 ml of cyclohexane to yield 7.1 g of 4-[(2-aminophenyl)amino]-1,3-dimethylpyrazole-5-carboxamide, mp 182° to 184° C. (dec.). Reactants: C(C1=CC=CC=C1)(=O)C([C@@H]1[C@H]([C@H]([C@@H](O1)N1C=NC=2C(NCC3=CC=CC=C3)=NC=NC12)O)O)O (5′-benzoyl-N6-benzyladenosine), CCCC[Sn](CCCC)(CCCC)O[Sn](CCCC)(CCCC)CCCC (bis(tributyltin) oxide), C1(=CC=CC=C1)N=C=O (phenyl isocyanate). Run in C1(=CC=CC=C1)C.CN(C)C=O (toluene DMF). Yields the product C(C1=CC=CC=C1)(=O)C([C@@H]1[C@H]([C@H]([C@@H](O1)N1C=NC=2C(NCC3=CC=CC=C3)=NC=NC12)OC(NC1=CC=CC=C1)=O)O)O (5′-benzoyl-N6-benzyl-2′-O-phenylcarbamoyladenosine), C(C1=CC=CC=C1)(=O)C([C@@H]1[C@H]([C@H]([C@@H](O1)N1C=NC=2C(NCC3=CC=CC=C3)=NC=NC12)O)OC(NC1=CC=CC=C1)=O)O (5′-benzoyl-N6-benzyl-3′-O-phenylcarbamoyladenosine). As a reaction SMILES: [C:1]([CH:9]([OH:34])[C@H:10]1[O:14][C@@H:13]([N:15]2[C:31]3[N:30]=[CH:29][N:28]=[C:19]([NH:20][CH2:21][C:22]4[CH:27]=[CH:26][CH:25]=[CH:24][CH:23]=4)[C:18]=3[N:17]=[CH:16]2)[C@H:12]([OH:32])[C@@H:11]1[OH:33])(=[O:8])[C:2]1[CH:7]=[CH:6][CH:5]=[CH:4][CH:3]=1.CCCC[Sn](O[Sn](CCCC)(CCCC)CCCC)(CCCC)CCCC.[C:62]1([N:68]=[C:69]=[O:70])[CH:67]=[CH:66][CH:65]=[CH:64][CH:63]=1>C1(C)C=CC=CC=1.CN(C=O)C>[C:1]([CH:9]([OH:34])[C@H:10]1[O:14][C@@H:13]([N:15]2[C:31]3[N:30]=[CH:29][N:28]=[C:19]([NH:20][CH2:21][C:22]4[CH:27]=[CH:26][CH:25]=[CH:24][CH:23]=4)[C:18]=3[N:17]=[CH:16]2)[C@H:12]([O:32][C:69](=[O:70])[NH:68][C:62]2[CH:67]=[CH:66][CH:65]=[CH:64][CH:63]=2)[C@@H:11]1[OH:33])(=[O:8])[C:2]1[CH:7]=[CH:6][CH:5]=[CH:4][CH:3]=1.[C:1]([CH:9]([OH:34])[C@H:10]1[O:14][C@@H:13]([N:15]2[C:31]3[N:30]=[CH:29][N:28]=[C:19]([NH:20][CH2:21][C:22]4[CH:27]=[CH:26][CH:25]=[CH:24][CH:23]=4)[C:18]=3[N:17]=[CH:16]2)[C@H:12]([OH:32])[C@@H:11]1[O:33][C:69](=[O:70])[NH:68][C:62]1[CH:67]=[CH:66][CH:65]=[CH:64][CH:63]=1)(=[O:8])[C:2]1[CH:7]=[CH:6][CH:5]=[CH:4][CH:3]=1 |f:3.4|. Procedure: The toluene-DMF mixed solvent solution of 5′-benzoyl-N6-benzyladenosine (0.1 mmol) and bis(tributyltin) oxide (0.05 mmol) and phenyl isocyanate (0.2 mmol) was stirred at −78° C. to −48° C. for 49 hours, to obtain 5′-benzoyl-N6-benzyl-2′-O-phenylcarbamoyladenosine with the yield of 60% and 5′-benzoyl-N6-benzyl-3′-O-phenylcarbamoyladenosine with the yield of 40%. Procedure: ethyl β-[[[[4-[4-(aminoiminomethyl)phenyl]butyl]amino]carbonyl]amino]-3-pyridinepropanoate TFA (100 mg; 2 mmol), methanol (5ml), and 2N LiOH (5ml) were stirred for 30 min. The solution was acidified to pH=3 with 3N HCl and reduced to dryness on a rotary evaporator. The residue was dissolved in acetonitrile/water and purified by HPLC on a C-18 HPLC column (30cm×5cm). A gradient of 10 to 40% acetonitrile/water/ 0.05% TFA in 30 min. was used and the acid eluted at an acetonitrile concentration of 1... RXN SMILES: OC(C(F)(F)F)=O.[NH2:8][N:9]=[CH:10][C:11]1[CH:16]=[CH:15][C:14]([CH2:17][CH2:18][CH2:19][CH2:20][NH:21][C:22]([NH:24][CH:25]([C:32]2[CH:33]=[N:34][CH:35]=[CH:36][CH:37]=2)[CH2:26][C:27]([O:29]CC)=[O:28])=[O:23])=[CH:13][CH:12]=1.[Li+].[OH-].Cl>CO>[NH2:8][N:9]=[CH:10][C:11]1[CH:12]=[CH:13][C:14]([CH2:17][CH2:18][CH2:19][CH2:20][NH:21][C:22]([NH:24][CH:25]([C:32]2[CH:33]=[N:34][CH:35]=[CH:36][CH:37]=2)[CH2:26][C:27]([OH:29])=[O:28])=[O:23])=[CH:15][CH:16]=1 |f:0.1,2.3|. The solvent is CO (methanol). Reactants: OC(=O)C(F)(F)F.NN=CC1=CC=C(C=C1)CCCCNC(=O)NC(CC(=O)OCC)C=1C=NC=CC1 (ethyl β-[[[[4-[4-(aminoiminomethyl)phenyl]butyl]amino]carbonyl]amino]-3-pyridinepropanoate TFA), [Li+].[OH-] (LiOH), Cl (HCl). Product: NN=CC1=CC=C(C=C1)CCCCNC(=O)NC(CC(=O)O)C=1C=NC=CC1 (β-[[[[4-[4-(aminoiminomethyl)phenyl]butyl]amino]carbonyl]amino]-3-pyridinepropanoic acid). Run at time 30 minute. The yield is 9.1%. Starting materials: CC(CCC(C(=O)[O-])C(C)(C)C)N(c1cc(Cl)ccc1Cl)S(=O)(=O)c1ccc(Cl)cc1, ClCCl, O=C(O)C(F)(F)F. Product: CC(CCCC(=O)O)N(c1cc(Cl)ccc1Cl)S(=O)(=O)c1ccc(Cl)cc1. As a reaction SMILES: [CH3:1][C:2]([CH3:3])([CH3:4])[CH:5]([C:6](=[O:7])[O-:8])[CH2:9][CH2:10][CH:11]([CH3:12])[N:13]([S:14](=[O:15])(=[O:16])[c:17]1[cH:18][cH:19][c:20]([Cl:23])[cH:21][cH:22]1)[c:24]1[c:25]([Cl:31])[cH:26][cH:27][c:28]([Cl:30])[cH:29]1.[Cl:39][CH2:40][Cl:41].[OH:32][C:33]([C:34]([F:35])([F:36])[F:37])=[O:38]>>[CH2:5]([C:6](=[O:7])[OH:8])[CH2:9][CH2:10][CH:11]([CH3:12])[N:13]([S:14](=[O:15])(=[O:16])[c:17]1[cH:18][cH:19][c:20]([Cl:23])[cH:21][cH:22]1)[c:24]1[c:25]([Cl:31])[cH:26][cH:27][c:28]([Cl:30])[cH:29]1. The reactants are FC1=C2CCCC(C2=CC=C1)=O (5-fluoro-3,4-dihydronaphthalen-1(2H)-one), [BH4-].[Na+] (sodium borohydride). Solvent: CO (MeOH), CO (MeOH). Conditions: time 1.5 hour. Yields the product FC1=C2CCCC(C2=CC=C1)O (5-Fluoro-1,2,3,4-tetrahydronaphthalen-1-ol). As a reaction SMILES: [F:1][C:2]1[CH:11]=[CH:10][CH:9]=[C:8]2[C:3]=1[CH2:4][CH2:5][CH2:6][C:7]2=[O:12].[BH4-].[Na+]>CO>[F:1][C:2]1[CH:11]=[CH:10][CH:9]=[C:8]2[C:3]=1[CH2:4][CH2:5][CH2:6][CH:7]2[OH:12] |f:1.2|. Reported procedure: A solution of 5-fluoro-3,4-dihydronaphthalen-1(2H)-one (1.26 mmol) in MeOH (4 mL) at 0° C. was quickly charged with a solution of sodium borohydride (3.23 mmol, 2.5 eq) in MeOH (2 mL). The reaction was stirred for 1.5 h from 0° C. to ambient temperature. The reaction was quenched with water and extracted with ether. All organic layers were combined and dried over anhydrous Na2SO4, filtered, and concentrated in vacuo. The crude was dissolved in minimal CH2Cl2 and was purified by chromatography on... Starting materials: C(C1=CC=CC=C1)OC=1C=C(CNC(OC(C)(C)C)=O)C=C(C1)C(C)C (tert-butyl 3-(benzyloxy)-5-isopropylbenzylcarbamate), Cl (HCl). Run in CO (MeOH). The product is C(C1=CC=CC=C1)OC=1C=C(C=C(C1)C(C)C)CN ((3-(benzyloxy)-5-isopropylphenyl)methanamine). RXN SMILES: [CH2:1]([O:8][C:9]1[CH:10]=[C:11]([CH:21]=[C:22]([CH:24]([CH3:26])[CH3:25])[CH:23]=1)[CH2:12][NH:13]C(=O)OC(C)(C)C)[C:2]1[CH:7]=[CH:6][CH:5]=[CH:4][CH:3]=1.Cl>CO>[CH2:1]([O:8][C:9]1[CH:10]=[C:11]([CH2:12][NH2:13])[CH:21]=[C:22]([CH:24]([CH3:26])[CH3:25])[CH:23]=1)[C:2]1[CH:7]=[CH:6][CH:5]=[CH:4][CH:3]=1. Reported procedure: A solution of tert-butyl 3-(benzyloxy)-5-isopropylbenzylcarbamate and 15.0 mL of 1.25 M HCl in MeOH was stirred at r.t. for 3.5 h. The solution was concentrated, and saturated NaHCO3 was added to a pH=7-8. The aqueous layer was extracted with the extract of (40 mL CHCl3: 5 mL MeOH: 5 mL H2O) (2×). The combined extracts were dried over Na2SO4, filtered, and concentrated to give 221 mg of crude (3-(benzyloxy)-5-isopropylphenyl)methanamine which was used for the next reaction without further purifi...